From a dataset of the Open Reaction Database (ORD), a public repository of structured organic reaction records. describe an organic reaction: reactants, conditions, products, and yield Reactants: O=C(Cl)C=Cc1cccc(Br)c1, Cc1ccccc1, NC1CC1. The product is O=C(C=Cc1cccc(Br)c1)NC1CC1. RXN SMILES: [Br:1][c:2]1[cH:3][c:4]([CH:5]=[CH:6][C:7](=[O:8])[Cl:9])[cH:10][cH:11][cH:12]1.[CH3:17][c:18]1[cH:19][cH:20][cH:21][cH:22][cH:23]1.[CH:13]1([NH2:16])[CH2:14][CH2:15]1>>[Br:1][c:2]1[cH:3][c:4]([CH:5]=[CH:6][C:7](=[O:8])[NH:16][CH:13]2[CH2:14][CH2:15]2)[cH:10][cH:11][cH:12]1. RXN SMILES: [CH2:29]([CH2:30][O:31][CH3:32])[O:33][CH3:34].[Cl:1][c:2]1[n:3][cH:4][c:5]([N+:9](=[O:10])[O-:11])[c:6]([CH3:8])[cH:7]1.[F:12][c:13]1[c:14]([B:19]([OH:20])[OH:21])[cH:15][cH:16][cH:17][cH:18]1.[K+:22].[K+:23].[O-:24][C:25]([O-:26])=[O:27].[OH2:28].[Pd:35].[c:36]1([P:37]([c:38]2[cH:39][cH:40][cH:41][cH:42][cH:43]2)[c:44]2[cH:45][cH:46][cH:47][cH:48][cH:49]2)[cH:50][cH:51][cH:52][cH:53][cH:54]1.[c:55]1([P:56]([c:57]2[cH:58][cH:59][cH:60][cH:61][cH:62]2)[c:63]2[cH:64][cH:65][cH:66][cH:67][cH:68]2)[cH:69][cH:70][cH:71][cH:72][cH:73]1.[c:74]1([P:75]([c:76]2[cH:77][cH:78][cH:79][cH:80][cH:81]2)[c:82]2[cH:83][cH:84][cH:85][cH:86][cH:87]2)[cH:88][cH:89][cH:90][cH:91][cH:92]1.[c:93]1([P:94]([c:95]2[cH:96][cH:97][cH:98][cH:99][cH:100]2)[c:101]2[cH:102][cH:103][cH:104][cH:105][cH:106]2)[cH:107][cH:108][cH:109][cH:110][cH:111]1>>[c:2]1(-[c:14]2[c:13]([F:12])[cH:18][cH:17][cH:16][cH:15]2)[n:3][cH:4][c:5]([N+:9](=[O:10])[O-:11])[c:6]([CH3:8])[cH:7]1. Starting materials: COCCOC, Cc1cc(Cl)ncc1[N+](=O)[O-], OB(O)c1ccccc1F, [K+], [K+], O=C([O-])[O-], O, [Pd], c1ccc(P(c2ccccc2)c2ccccc2)cc1, c1ccc(P(c2ccccc2)c2ccccc2)cc1, c1ccc(P(c2ccccc2)c2ccccc2)cc1, c1ccc(P(c2ccccc2)c2ccccc2)cc1. Product: Cc1cc(-c2ccccc2F)ncc1[N+](=O)[O-]. The product is NC=1SC=C(N1)C(C(=O)NC1[C@@H]2N(C(=CCS2)C(=O)O)C1=O)=NOCCCC (7-[2-(2-aminothiazol-4-yl)-2-n-butoxyiminoacetamido]-3-cephem-4-carboxylic acid). Reported procedure: A mixture of 7-[2-(2-formamidothiazol-4-yl)-2-n-butoxyiminoacetamido]-3-cephem-4-carboxylic acid (syn isomer, 12.7 g.), conc. hydrochloric acid (9.6 ml.), methanol (9.5 ml.) and tetrahydrofuran (9.5 ml.) was stirred at room temperature for 3 hours. The resultant solution was concentrated in vacuo, and the residue was suspended in water. The suspension was adjusted to pH 3.5 with sodium bicarbonate under ice cooling, and stirred at same temperature for 30 minutes. The precipitates were collected ... Solvent: C(C)(C)O (isopropyl alcohol), O (water), O1CCCC1 (tetrahydrofuran). The reactants are C(=O)NC=1SC=C(N1)C(C(=O)NC1[C@@H]2N(C(=CCS2)C(=O)O)C1=O)=NOCCCC (7-[2-(2-formamidothiazol-4-yl)-2-n-butoxyiminoacetamido]-3-cephem-4-carboxylic acid), Cl (hydrochloric acid), CO (methanol), Cl (hydrochloric acid), Cl (hydrochloric acid), C([O-])(O)=O.[Na+] (sodium bicarbonate), aqueous solution. Run at time 3 hour. As a reaction SMILES: C([NH:3][C:4]1[S:5][CH:6]=[C:7]([C:9](=[N:25][O:26][CH2:27][CH2:28][CH2:29][CH3:30])[C:10]([NH:12][CH:13]2[C:23](=[O:24])[N:15]3[C:16]([C:20]([OH:22])=[O:21])=[CH:17][CH2:18][S:19][C@H:14]23)=[O:11])[N:8]=1)=O.Cl.CO.C(=O)(O)[O-].[Na+]>O.C(O)(C)C.O1CCCC1>[NH2:3][C:4]1[S:5][CH:6]=[C:7]([C:9](=[N:25][O:26][CH2:27][CH2:28][CH2:29][CH3:30])[C:10]([NH:12][CH:13]2[C:23](=[O:24])[N:15]3[C:16]([C:20]([OH:22])=[O:21])=[CH:17][CH2:18][S:19][C@H:14]23)=[O:11])[N:8]=1 |f:3.4|. Isolated yield 60.4%.